This data is from the Open Reaction Database (ORD), a public repository of structured organic reaction records. The task is: describe an organic reaction: reactants, conditions, products, and yield The reactants are O1CCOC=2C=NC(=CC21)CNC2CCN(CC2)CCN2C(C=NC1=CC=C(C=C21)OC)=O (1-(2-{4-[(2,3-dihydro[1,4]dioxino[2,3-c]pyridin-7-ylmethyl)amino]piperidin-1-yl}ethyl)-7-methoxyquinoxalin-2(1H)-one), [BH4-].[Na+] (sodium borohydride), [BH4-].[Na+] (sodium borohydride). Run in C(C)O (ethanol). Conditions: time 3 hour. The product is O1CCOC=2C=NC(=CC21)CNC2CCN(CC2)CCN2C(CNC1=CC=C(C=C21)OC)=O (1-(2-{4-[(2,3-Dihydro[1,4]dioxino[2,3-c]pyridin-7-ylmethyl)amino]piperidin-1-yl}ethyl)-7-methoxy-3,4-dihydroquinoxalin-2(1H)-one). Yield: 86.0%. RXN SMILES: [O:1]1[C:10]2[CH:9]=[C:8]([CH2:11][NH:12][CH:13]3[CH2:18][CH2:17][N:16]([CH2:19][CH2:20][N:21]4[C:30]5[C:25](=[CH:26][CH:27]=[C:28]([O:31][CH3:32])[CH:29]=5)[N:24]=[CH:23][C:22]4=[O:33])[CH2:15][CH2:14]3)[N:7]=[CH:6][C:5]=2[O:4][CH2:3][CH2:2]1.[BH4-].[Na+]>C(O)C>[O:1]1[C:10]2[CH:9]=[C:8]([CH2:11][NH:12][CH:13]3[CH2:14][CH2:15][N:16]([CH2:19][CH2:20][N:21]4[C:30]5[C:25](=[CH:26][CH:27]=[C:28]([O:31][CH3:32])[CH:29]=5)[NH:24][CH2:23][C:22]4=[O:33])[CH2:17][CH2:18]3)[N:7]=[CH:6][C:5]=2[O:4][CH2:3][CH2:2]1 |f:1.2|. Reported procedure: To a solution of 1-(2-{4-[(2,3-dihydro[1,4]dioxino[2,3-c]pyridin-7-ylmethyl)amino]piperidin-1-yl}ethyl)-7-methoxyquinoxalin-2(1H)-one (Example 72, 0.125 g) in ethanol (4 mL) was added sodium borohydride (40 mg). After 3 hour at room temperature, additional sodium borohydride (47 mg) was added. After 30 minutes the reaction was quenched with acetone and concentrated. Chromatography on silica gel with a gradient of dichloromethane to 20% methanol in dichloromethane gave 108 mg of the product as a ... Reactants: ClC1=C(C=C(C(=C1)C)O)N1C(N2C(=CCCC2)C1=O)=O (2-(2-chloro-4-methyl-5-hydroxyphenyl)-5,6-dihydroimidazo [1,5-a] pyridine-1,3[2H, 7H]-dione), C(C#C)Br (propargylbromide), C([O-])([O-])=O.[K+].[K+] (potassium carbonate), [Cl-].[NH4+] (ammonium chloride). Run in C(C)#N (acetonitrile). Yields the product ClC1=C(C=C(C(=C1)C)OCC#C)N1C(N2C(=CCCC2)C1=O)=O (2-(2-chloro-4-methyl-5-propargyloxyphenyl)-5,6-dihydroimidazo [1,5-a] pyridine-1,3[2H, 7H]-dione). The yield is 65.4%. RXN SMILES: [Cl:1][C:2]1[CH:7]=[C:6]([CH3:8])[C:5]([OH:9])=[CH:4][C:3]=1[N:10]1[C:18](=[O:19])[C:13]2=[CH:14][CH2:15][CH2:16][CH2:17][N:12]2[C:11]1=[O:20].[CH2:21](Br)[C:22]#[CH:23].C(=O)([O-])[O-].[K+].[K+].[Cl-].[NH4+]>C(#N)C>[Cl:1][C:2]1[CH:7]=[C:6]([CH3:8])[C:5]([O:9][CH2:23][C:22]#[CH:21])=[CH:4][C:3]=1[N:10]1[C:18](=[O:19])[C:13]2=[CH:14][CH2:15][CH2:16][CH2:17][N:12]2[C:11]1=[O:20] |f:2.3.4,5.6|. Reported procedure: An acetonitrile (10 mL) solution of 2-(2-chloro-4-methyl-5-hydroxyphenyl)-5,6-dihydroimidazo [1,5-a] pyridine-1,3[2H, 7H]-dione (0.34 g, 1.11 mmol), propargylbromide (0.11 mL, 1.22 mmol) and potassium carbonate (0.15 g, 1.11 mmol) was stirred for 30 minutes under reflux. A saturated ammonium chloride solution (20 mL) was added to the resulting mixture and the organic layer was separated. The aqueous layer was extracted with diethyl ether (10 mL×2 times), and the organic layer combined was washed... The reactants are O=C(NC(=S)N1c2ccccc2C=Cc2ccccc21)c1ccccc1, [K+], [OH-], O. Yields the product NC(=S)N1c2ccccc2C=Cc2ccccc21. Reaction SMILES: [C:1](=[O:2])([c:3]1[cH:4][cH:5][cH:6][cH:7][cH:8]1)[NH:9][C:10](=[S:11])[N:12]1[c:13]2[c:14]([cH:23][cH:24][cH:25][cH:26]2)[CH:15]=[CH:16][c:17]2[c:18]1[cH:19][cH:20][cH:21][cH:22]2.[K+:28].[OH-:27].[OH2:29]>>[NH2:9][C:10](=[S:11])[N:12]1[c:13]2[c:14]([cH:23][cH:24][cH:25][cH:26]2)[CH:15]=[CH:16][c:17]2[c:18]1[cH:19][cH:20][cH:21][cH:22]2. Starting materials: COC1OC(CC1)OC (2,5-dimethoxytetrahydrofuran), Cl (hydrochloric acid), C1COCCN1CCN (1-(2-aminoethyl)morpholine), Cl (hydrochloric acid), C(C(=O)CC(=O)O)C(=O)O (1,3-acetonedicarboxylic acid), Na2HPO4, [OH-].[Na+] (sodium hydroxide). The solvent is O (water), O (water), O (water). Reaction conditions: time 20 minute. Product: O1CCN(CC1)CCN1C2CC(CC1CC2)=O (8-(2-morpholinoethyl)-8-azabicyclo[3.2.1]octan-3-one). As a reaction SMILES: CO[CH:3]1[CH2:7][CH2:6][CH:5]([O:8]C)O1.Cl.[CH2:11]1[N:16]([CH2:17][CH2:18][NH2:19])[CH2:15][CH2:14][O:13][CH2:12]1.[CH2:20]([C:27](O)=O)[C:21](CC(O)=O)=O.[OH-].[Na+]>O>[O:13]1[CH2:14][CH2:15][N:16]([CH2:17][CH2:18][N:19]2[CH:7]3[CH2:3][CH2:27][CH:20]2[CH2:21][C:5](=[O:8])[CH2:6]3)[CH2:11][CH2:12]1 |f:4.5|. Procedure: To a solution of 16.2 ml of 2,5-dimethoxytetrahydrofuran in 50 ml of water was added 6 ml of conc. hydrochloric acid. The mixture was stirred at room temperature for 20 minutes. Thereafter, 150 ml of water, 25 ml of 1-(2-aminoethyl)morpholine, 20 ml of conc. hydrochloric acid and 20.1 g of 1,3-acetonedicarboxylic acid were successively added to the reaction mixture. Furthermore, a solution of 8.8 g of Na2HPO4 and 2.5 g of sodium hydroxide in 100 ml of water was added to the mixture. Thereafter t... The reactants are ClC1=C(C=C(C=C1)[C@@H]1N([C@@H]([C@H]([C@@H]([C@H]1O\C=C\C)O\C=C\C)O\C=C\C)CO\C=C\C)C)CC1=CC=C(C=C1)OCC ((2S,3S,4R,5R,6R)-2-[4-chloro-3-(4-ethoxy-benzyl)-phenyl]-1-methyl-3,4,5-tris-[((E)-propenyl)oxy]-6-[((E)-propenyl)oxymethyl]-piperidine). Solvent: C1CCOC1.CC(=O)O (THF AcOH). Reaction conditions: temperature 70 celsius. Yields the product ClC1=C(C=C(C=C1)[C@@H]1N([C@@H]([C@H]([C@@H]([C@H]1O)O)O)CO)C)CC1=CC=C(C=C1)OCC ((2S,3S,4R,5R,6R)-2-[4-chloro-3-(4-ethoxy-benzyl)-phenyl]-6-hydroxymethyl-1-methyl-piperidine-3,4,5-triol). Isolated yield 55.9%. Reaction SMILES: [Cl:1][C:2]1[CH:7]=[CH:6][C:5]([C@H:8]2[C@H:13]([O:14]/C=C/C)[C@@H:12]([O:18]/C=C/C)[C@H:11]([O:22]/C=C/C)[C@@H:10]([CH2:26][O:27]/C=C/C)[N:9]2[CH3:31])=[CH:4][C:3]=1[CH2:32][C:33]1[CH:38]=[CH:37][C:36]([O:39][CH2:40][CH3:41])=[CH:35][CH:34]=1>C1COCC1.CC(O)=O>[Cl:1][C:2]1[CH:7]=[CH:6][C:5]([C@H:8]2[C@H:13]([OH:14])[C@@H:12]([OH:18])[C@H:11]([OH:22])[C@@H:10]([CH2:26][OH:27])[N:9]2[CH3:31])=[CH:4][C:3]=1[CH2:32][C:33]1[CH:34]=[CH:35][C:36]([O:39][CH2:40][CH3:41])=[CH:37][CH:38]=1 |f:1.2|. Procedure: Compound from Step B (54 mg, 0.093 mmol) was dissolved in a solution of THF/AcOH/1NHCl (0.5 ml:0.6 ml:0.30 ml) and heated to 70° C. for 30 minutes. The mixture was concentrated to give a pale yellow oil. Purification by preparative HPLC (sunfire C18, 30×100 mm, 5 μm, 10%-100% B over 15 minutes) afforded (2S,3S,4R,5R,6R)-2-[4-chloro-3-(4-ethoxy-benzyl)-phenyl]-6-hydroxymethyl-1-methyl-piperidine-3,4,5-triol (22 mg, 0.052 mmol, 56%) as a white solid. MS (ES+) [M+H]+=422.